From a dataset of the Open Reaction Database (ORD), a public repository of structured organic reaction records. describe an organic reaction: reactants, conditions, products, and yield The reactants are ClC(COC(NC=1N(N=C(C1)C(C)(C)C#N)C1=CC(=CC=C1)OCCOC1OCCCC1)=O)(Cl)Cl ((5-(Cyano-dimethyl-methyl)-2-{3-[2-(tetrahydro-pyran-2-yloxy)-ethoxy]-phenyl}-2H-pyrazol-3-yl)-carbamic acid 2,2,2-trichloro-ethyl ester). Run in CO (MeOH), CO (MeOH). Product: ClC(COC(NC=1N(N=C(C1)C(C)(C)C#N)C1=CC(=CC=C1)OCCO)=O)(Cl)Cl ({5-(Cyano-dimethyl-methyl)-2-[3-(2-hydroxy-ethoxy)-phenyl]-2H-pyrazol-3-yl}-carbamic acid 2,2,2-trichloro-ethyl ester). Isolated yield 88.8%. Reaction SMILES: [Cl:1][C:2]([Cl:35])([Cl:34])[CH2:3][O:4][C:5](=[O:33])[NH:6][C:7]1[N:8]([C:17]2[CH:22]=[CH:21][CH:20]=[C:19]([O:23][CH2:24][CH2:25][O:26]C3CCCCO3)[CH:18]=2)[N:9]=[C:10]([C:12]([C:15]#[N:16])([CH3:14])[CH3:13])[CH:11]=1>CO>[Cl:34][C:2]([Cl:1])([Cl:35])[CH2:3][O:4][C:5](=[O:33])[NH:6][C:7]1[N:8]([C:17]2[CH:22]=[CH:21][CH:20]=[C:19]([O:23][CH2:24][CH2:25][OH:26])[CH:18]=2)[N:9]=[C:10]([C:12]([C:15]#[N:16])([CH3:14])[CH3:13])[CH:11]=1. Procedure details: Intermediate 20d (375 mg, 0.69 mmol) was dissolved in MeOH (5 mL) and loaded onto a 20 g SCX-2 SPE cartridge (pre-conditioned with MeOH). The cartridge was then washed with MeOH (2 column volumes) and the eluent concentrated in vacuo to afford the title compound as a colorless oil (283 mg, 89%). LCMS (Method 3): Rt 3.71 min, m/z 461, 463 [MH+]. Starting materials: Sc1cccc(Br)c1, COC(=O)CBr, O=C([O-])[O-], CCOCC, [Cl-], [K+], [K+], [NH4+]. Yields the product COC(=O)CSc1cccc(Br)c1. As a reaction SMILES: [Br:1][c:2]1[cH:3][c:4]([SH:8])[cH:5][cH:6][cH:7]1.[Br:9][CH2:10][C:11](=[O:12])[O:13][CH3:14].[C:15](=[O:16])([O-:17])[O-:18].[CH2:23]([O:24][CH2:25][CH3:26])[CH3:27].[Cl-:21].[K+:19].[K+:20].[NH4+:22]>>[Br:1][c:2]1[cH:3][c:4]([S:8][CH2:10][C:11](=[O:12])[O:13][CH3:14])[cH:5][cH:6][cH:7]1. Starting materials: CCOC(=O)NCC(C)C(NC(=O)OCC)NC(=O)OCC, CCO, [H][H], [Pd]. Yields the product CCOC(=O)NCC(C)CNC(=O)OCC. As a reaction SMILES: [CH3:1][CH:2]([CH:3]([NH:4][C:5](=[O:6])[O:7][CH2:8][CH3:9])[NH:10][C:11]([O:12][CH2:13][CH3:14])=[O:15])[CH2:16][NH:17][C:18](=[O:19])[O:20][CH2:21][CH3:22].[CH3:25][CH2:26][OH:27].[H:23][H:24].[Pd:28]>>[CH3:1][CH:2]([CH2:3][NH:4][C:5](=[O:6])[O:7][CH2:8][CH3:9])[CH2:16][NH:17][C:18](=[O:19])[O:20][CH2:21][CH3:22]. Reactants: Cc1cccc(C)c1N, CC(C)O, Cc1nc2ccccc2c(Cl)c1CCCl, Cl. Yields the product Cc1cccc(C)c1N1CCc2c(C)nc3ccccc3c21. RXN SMILES: [CH3:17][c:18]1[cH:19][cH:20][cH:21][c:22]([CH3:23])[c:24]1[NH2:25].[CH3:26][CH:27]([OH:28])[CH3:29].[CH3:2][c:3]1[n:4][c:5]2[cH:6][cH:7][cH:8][cH:9][c:10]2[c:11]([Cl:16])[c:12]1[CH2:13][CH2:14][Cl:15].[ClH:1]>>[CH3:2][c:3]1[n:4][c:5]2[cH:6][cH:7][cH:8][cH:9][c:10]2[c:11]2[c:12]1[CH2:13][CH2:14][N:25]2[c:24]1[c:18]([CH3:17])[cH:19][cH:20][cH:21][c:22]1[CH3:23]. Starting materials: C(=O)(OCC1=CC=CC=C1)N1C[C@@H]2CN(C[C@@H]2C1)C1=C(C=C(C=C1)NC(=O)OCC1=CC=CC=C1)F (cis-3-(carbobenzyloxy)-7-[4-[(carbobenzyloxy)amino]-2-fluorophenyl]-3,7-diazabicyclo[3.3.0]octane), C(CCC)[Li] (butyl lithium), [Cl-].[NH4+] (ammonium chloride), C(CCC)(=O)OC[C@H]1CO1 ((R)-(-)-glycidyl butyrate). Run in C1CCOC1 (THF). Reaction conditions: temperature -78 celsius, time 15 hour. The product is C(=O)(OCC1=CC=CC=C1)N1C[C@@H]2CN(C[C@@H]2C1)C1=C(C=C(C=C1)N1C(O[C@H](C1)CO)=O)F ((R)-[3-[4-[cis-3-(carbobenzyloxy)-3,7-diazabicyclo[3.3.0]octan-7-yl]-3-fluorophenyl]-2-oxo-5-oxazolidinyl]methanol). Reaction SMILES: [C:1]([N:11]1[CH2:18][C@@H:17]2[C@@H:13]([CH2:14][N:15]([C:19]3[CH:24]=[CH:23][C:22]([NH:25][C:26](OCC4C=CC=CC=4)=[O:27])=[CH:21][C:20]=3[F:36])[CH2:16]2)[CH2:12]1)([O:3][CH2:4][C:5]1[CH:10]=[CH:9][CH:8]=[CH:7][CH:6]=1)=[O:2].C([Li])CCC.C([O:47][CH2:48][C@@H:49]1[O:51][CH2:50]1)(=O)CCC.[Cl-].[NH4+]>C1COCC1>[C:1]([N:11]1[CH2:12][C@@H:13]2[C@@H:17]([CH2:16][N:15]([C:19]3[CH:24]=[CH:23][C:22]([N:25]4[CH2:50][C@H:49]([CH2:48][OH:47])[O:51][C:26]4=[O:27])=[CH:21][C:20]=3[F:36])[CH2:14]2)[CH2:18]1)([O:3][CH2:4][C:5]1[CH:10]=[CH:9][CH:8]=[CH:7][CH:6]=1)=[O:2] |f:3.4|. Procedure details: To a flame dried flask cooled to -78° C. and equipped with a nitrogen inlet is introduced cis-3-(carbobenzyloxy)-7-[4-[(carbobenzyloxy)amino]-2-fluorophenyl]-3,7-diazabicyclo[3.3.0]octane (7.25 g, 14.81 mmol), THF (100 mL), and 1.6 M butyl lithium (9.72 mL, 15.55 mmol). The reaction is stirred at -78° C. for 1 hour before (R)-(-)-glycidyl butyrate (2.26 mL, 15.99 mmol) is added slowly and stirred for 2 hours at -78° C. and 15 hours at ambient temperature. Saturated ammonium chloride (50 mL) is a... Starting materials: C(=S)(N1C(C=CC=C1)=O)N1C(C=CC=C1)=O (1,1′-thiocarbonyldipyridin-2(1H)-one), COC=1C=C(C=CC1)C1=CC(=NC=N1)N (6-(3-methoxyphenyl)pyrimidin-4-amine). Run in ClCCl (dichloromethane). Conditions: time 18 hour. The product is N(=C=S)C1=NC=NC(=C1)C1=CC(=CC=C1)OC (4-Isothiocyanato-6-(3-methoxyphenyl)pyrimidine). RXN SMILES: [C:1](N1C=CC=CC1=O)(N1C=CC=CC1=O)=[S:2].[CH3:17][O:18][C:19]1[CH:20]=[C:21]([C:25]2[N:30]=[CH:29][N:28]=[C:27]([NH2:31])[CH:26]=2)[CH:22]=[CH:23][CH:24]=1>ClCCl>[N:31]([C:27]1[CH:26]=[C:25]([C:21]2[CH:22]=[CH:23][CH:24]=[C:19]([O:18][CH3:17])[CH:20]=2)[N:30]=[CH:29][N:28]=1)=[C:1]=[S:2]. Procedure: To a solution of 1,1′-thiocarbonyldipyridin-2(1H)-one (0.970 g, 4.17 mmol) in dichloromethane at room temperature was added 6-(3-methoxyphenyl)pyrimidin-4-amine (0.7 g, 3.48 mmol). The reaction was stirred at room temperature for 18 hours. The LC/MS showed the desired product peak as a major peak. The deep orange solution was concentrated and the remaining residue was filtered. The filtrate was purified by silica gel chromatography (0-10% ethyl acetate-hexanes) to afford 4-isothiocyanato-6-(3-me...